From a dataset of the Open Reaction Database (ORD), a public repository of structured organic reaction records. describe an organic reaction: reactants, conditions, products, and yield The reactants are COC1=CC=C(C(=O)C2CCN(CC2)C2C(N(CC2)CC(=O)OCC)=O)C=C1 (ethyl 2-(3-(4-(4-methoxybenzoyl)piperidin-1-yl)-2-oxopyrrolidin-1-yl)acetate), [OH-].[Na+] (NaOH), Cl (HCl). Run in C(C)O (ethanol). Conditions: time 1 hour. Yields the product COC1=CC=C(C(=O)C2CCN(CC2)C2C(N(CC2)CC(=O)O)=O)C=C1 (2-(3-(4-(4-Methoxybenzoyl)piperidin-1-yl)-2-oxopyrrolidin-1-yl)acetic acid). Isolated yield 130.3%. As a reaction SMILES: [CH3:1][O:2][C:3]1[CH:28]=[CH:27][C:6]([C:7]([CH:9]2[CH2:14][CH2:13][N:12]([CH:15]3[CH2:19][CH2:18][N:17]([CH2:20][C:21]([O:23]CC)=[O:22])[C:16]3=[O:26])[CH2:11][CH2:10]2)=[O:8])=[CH:5][CH:4]=1.[OH-].[Na+].Cl>C(O)C>[CH3:1][O:2][C:3]1[CH:4]=[CH:5][C:6]([C:7]([CH:9]2[CH2:14][CH2:13][N:12]([CH:15]3[CH2:19][CH2:18][N:17]([CH2:20][C:21]([OH:23])=[O:22])[C:16]3=[O:26])[CH2:11][CH2:10]2)=[O:8])=[CH:27][CH:28]=1 |f:1.2|. Procedure details: To a solution of ethyl 2-(3-(4-(4-methoxybenzoyl)piperidin-1-yl)-2-oxopyrrolidin-1-yl)acetate (727 mg, 1.778 mmol) in ethanol (36 mL) was added a 2 N aqueous NaOH solution (1.8 mL). The mixture was stirred 1 hour at room temperature. The reaction was then neutralized to pH 7 with 1 N HCl. The solvents were removed in vacuo, then azeotroped 3 times with dichloromethane. The light yellow foamy solid was dried under high vacuum to afford the title racemic product (835 mg). MS (ESI) [m/e, (M+H)+]=36... Reactants: C(=C)Br (vinyl bromide), FC=1C=C(C=C(C1F)F)Br (3,4,5-trifluorobromobenzene), [Li]CCCC (BuLi). Reagents/catalysts: [Ni](Cl)Cl (nickel(II) chloride), [Br-].[Zn+2].[Br-] (zinc bromide). Solvent: C1CCOC1 (THF), C1CCOC1 (THF). Reaction conditions: temperature -65 celsius, time 30 minute. Yields the product FC=1C=C(C=C(C1F)F)C=C (3,4,5-Trifluorovinylbenzene). As a reaction SMILES: [F:1][C:2]1[CH:3]=[C:4](Br)[CH:5]=[C:6]([F:9])[C:7]=1[F:8].[Li][CH2:12][CH2:13]CC.C(Br)=C>C1COCC1.[Br-].[Zn+2].[Br-].[Ni](Cl)Cl>[F:1][C:2]1[CH:3]=[C:4]([CH:12]=[CH2:13])[CH:5]=[C:6]([F:9])[C:7]=1[F:8] |f:4.5.6|. Procedure: A mixture of 1 mol of 3,4,5-trifluorobromobenzene and 3 l of THF is admixed at -70° C. with 1 mol of BuLi. Subsequently, a mixture of 0.5 mol of zinc bromide in 1 l of THF is added to the reaction mixture, and this mixture is stirred for 30 minutes at -65° C. Then 1 mol of vinyl bromide and 0.022 mol of nickel(II) chloride/TPP is added.